Dataset: the Open Reaction Database (ORD), a public repository of structured organic reaction records. Task: describe an organic reaction: reactants, conditions, products, and yield The reactants are BrC1=C(C(=C(N)C(=C1)C)[N+](=O)[O-])F (4-bromo-3-fluoro-6-methyl-2-nitroaniline), BrC1=CC(=C(N)C=C1F)C (4-bromo-5-fluoro-2-methylaniline), BrC1=C(C2=C(NN=N2)C(=C1)C)F (5-bromo-4-fluoro-7-methyl-1H-benzotriazole). The product is NC(C#N)(CN1N=C2C(=N1)C(=CC(=C2F)Br)C)C (2-Amino-3-(5-bromo-4-fluoro-7-methyl-2H-benzotriazol-2-yl)-2-methylpropionitrile), BrC1=C(C2=C(NN=N2)C(=C1)C)F (5-Bromo-4-fluoro-7-methyl-1H-benzotriazole), BrC1=C(C(=C(N)C(=C1)C)[N+](=O)[O-])F (4-Bromo-3-fluoro-6-methyl-2-nitroaniline). Yield: 85.0%. Reaction SMILES: [Br:1][C:2]1[CH:10]=[C:9]([CH3:11])[C:5]2[NH:6][N:7]=[N:8][C:4]=2[C:3]=1[F:12].[Br:13][C:14]1[CH:20]=[C:19]([CH3:21])[C:17]([NH2:18])=[C:16]([N+:22]([O-:24])=[O:23])[C:15]=1[F:25].BrC1C(F)=CC([NH2:31])=C(C)C=1>>[NH2:31][C:19]([CH3:21])([CH2:20][N:7]1[N:6]=[C:5]2[C:9]([CH3:11])=[CH:10][C:2]([Br:1])=[C:3]([F:12])[C:4]2=[N:8]1)[C:17]#[N:18].[Br:1][C:2]1[CH:10]=[C:9]([CH3:11])[C:5]2[NH:6][N:7]=[N:8][C:4]=2[C:3]=1[F:12].[Br:13][C:14]1[CH:20]=[C:19]([CH3:21])[C:17]([NH2:18])=[C:16]([N+:22]([O-:24])=[O:23])[C:15]=1[F:25]. Reported procedure: 2-Amino-3-(5-bromo-4-fluoro-7-methyl-2H-benzotriazol-2-yl)-2-methylpropionitrile [1.3 g, Rf=0.2 (1:1 EA/heptane)] was prepared using a procedure similar to that described in Example 1, part a and b, except starting from 5-bromo-4-fluoro-7-methyl-1H-benzotriazole. 5-Bromo-4-fluoro-7-methyl-1H-benzotriazole (4 g, 85%) was prepared using a procedure similar to that described in Example 11, part a, except starting from 4-bromo-3-fluoro-6-methyl-2-nitroaniline. 4-Bromo-3-fluoro-6-methyl-2-nitroanilin...